From a dataset of the Open Reaction Database (ORD), a public repository of structured organic reaction records. describe an organic reaction: reactants, conditions, products, and yield The reactants are O=C(O)CC1CCCN1C(=O)OCc1ccccc1, ClCCl, O=C(Cl)C(=O)Cl, CN(C)C=O. Product: O=C(Cl)CC1CCCN1C(=O)OCc1ccccc1. RXN SMILES: [CH2:1]([c:2]1[cH:3][cH:4][cH:5][cH:6][cH:7]1)[O:8][C:9](=[O:10])[N:11]1[CH:12]([CH2:16][C:17](=[O:18])[OH:19])[CH2:13][CH2:14][CH2:15]1.[Cl:20][CH2:21][Cl:22].[Cl:23][C:24]([C:25]([Cl:26])=[O:27])=[O:28].[O:29]=[CH:30][N:31]([CH3:32])[CH3:33]>>[CH2:1]([c:2]1[cH:3][cH:4][cH:5][cH:6][cH:7]1)[O:8][C:9](=[O:10])[N:11]1[CH:12]([CH2:16][C:17](=[O:19])[Cl:20])[CH2:13][CH2:14][CH2:15]1. Reactants: CC(C)N1CCN(C(=O)c2ccc3[nH]c(C(=O)N4CCN(S(C)(=O)=O)CC4)cc3c2)CC1, OB(O)c1ccnc(Cl)c1. Product: CC(C)N1CCN(C(=O)c2ccc3c(c2)cc(C(=O)N2CCN(S(C)(=O)=O)CC2)n3-c2ccnc(Cl)c2)CC1. RXN SMILES: [CH:1]([CH3:2])([CH3:3])[N:4]1[CH2:5][CH2:6][N:7]([C:10](=[O:11])[c:12]2[cH:13][c:14]3[cH:15][c:16]([C:21](=[O:22])[N:23]4[CH2:24][CH2:25][N:26]([S:29](=[O:30])(=[O:31])[CH3:32])[CH2:27][CH2:28]4)[nH:17][c:18]3[cH:19][cH:20]2)[CH2:8][CH2:9]1.[Cl:33][c:34]1[n:35][cH:36][cH:37][c:38]([B:40]([OH:41])[OH:42])[cH:39]1>>[CH:1]([CH3:2])([CH3:3])[N:4]1[CH2:5][CH2:6][N:7]([C:10](=[O:11])[c:12]2[cH:13][c:14]3[cH:15][c:16]([C:21](=[O:22])[N:23]4[CH2:24][CH2:25][N:26]([S:29](=[O:30])(=[O:31])[CH3:32])[CH2:27][CH2:28]4)[n:17](-[c:38]4[cH:37][cH:36][n:35][c:34]([Cl:33])[cH:39]4)[c:18]3[cH:19][cH:20]2)[CH2:8][CH2:9]1. Reactants: NC1=NN2C(=NC=3C=C(C=CC3C2=N1)C(=O)O)CC1=CC2=C(OCO2)C=C1 (2-amino-5-benzo[1,3]dioxol-5-ylmethyl-[1,2,4]triazolo[1,5-c]quinazoline-8-carboxylic acid), NCCO (2-aminoethanol), C(C)(C)N(C(C)C)CC (N,N-diisopropylethylamine), CN(C)C(=[N+](C)C)ON1C2=C(C=CC=C2)N=N1.[B-](F)(F)(F)F (TBTU). The solvent is ClCCl (dichloromethane). Conditions: time 30 minute. The product is OCCNC(=O)C=1C=CC=2C=3N(C(=NC2C1)CC1=CC2=C(OCO2)C=C1)N=C(N3)N (2-amino-5-benzo[1,3]dioxol-5-ylmethyl-[1,2,4]triazolo[1,5-c]quinazoline-8-carboxylic acid-(2-hydroxy-ethyl)-amide). Isolated yield 52.7%. RXN SMILES: [NH2:1][C:2]1[N:14]=[C:13]2[N:4]([C:5]([CH2:18][C:19]3[CH:27]=[CH:26][C:22]4[O:23][CH2:24][O:25][C:21]=4[CH:20]=3)=[N:6][C:7]3[CH:8]=[C:9]([C:15](O)=[O:16])[CH:10]=[CH:11][C:12]=32)[N:3]=1.C(N(CC)C(C)C)(C)C.CN(C(ON1N=NC2C=CC=CC1=2)=[N+](C)C)C.[B-](F)(F)(F)F.[NH2:59][CH2:60][CH2:61][OH:62]>ClCCl>[OH:62][CH2:61][CH2:60][NH:59][C:15]([C:9]1[CH:10]=[CH:11][C:12]2[C:13]3[N:4]([N:3]=[C:2]([NH2:1])[N:14]=3)[C:5]([CH2:18][C:19]3[CH:27]=[CH:26][C:22]4[O:23][CH2:24][O:25][C:21]=4[CH:20]=3)=[N:6][C:7]=2[CH:8]=1)=[O:16] |f:2.3|. Reported procedure: To a solution of 2-amino-5-benzo[1,3]dioxol-5-ylmethyl-[1,2,4]triazolo[1,5-c]quinazoline-8-carboxylic acid (0.05 g, 0.14 mmol) prepared as described in Example 19, and N,N-diisopropylethylamine (0.14 mL, 0.81 mmol) in anhydrous dichloromethane (5 mL), TBTU (0.05 g, 0.17 mmol) was added. The reaction was stirred at room temperature for 30 minutes, then 2-aminoethanol (0.02 mL, 0.28 mmol) was added. After stirring for 1 h, the solution washed with NaHCO3 satured solution, then with water and brine... Reactants: COc1c(C=O)cc(S(N)(=O)=O)cc1-c1cccc([N+](=O)[O-])c1, O=C(Cl)CCc1cccnc1. The product is COc1c(C=O)cc(S(=O)(=O)NC(=O)CCc2cccnc2)cc1-c1cccc([N+](=O)[O-])c1. RXN SMILES: [CH:1](=[O:2])[c:3]1[cH:4][c:5]([S:20](=[O:21])(=[O:22])[NH2:23])[cH:6][c:7](-[c:11]2[cH:12][c:13]([N+:17](=[O:18])[O-:19])[cH:14][cH:15][cH:16]2)[c:8]1[O:9][CH3:10].[n:24]1[cH:25][c:26]([CH2:30][CH2:31][C:32](=[O:33])[Cl:34])[cH:27][cH:28][cH:29]1>>[CH:1](=[O:2])[c:3]1[cH:4][c:5]([S:20](=[O:21])(=[O:22])[NH:23][C:32]([CH2:31][CH2:30][c:26]2[cH:25][n:24][cH:29][cH:28][cH:27]2)=[O:33])[cH:6][c:7](-[c:11]2[cH:12][c:13]([N+:17](=[O:18])[O-:19])[cH:14][cH:15][cH:16]2)[c:8]1[O:9][CH3:10].